This data is from the Open Reaction Database (ORD), a public repository of structured organic reaction records. The task is: describe an organic reaction: reactants, conditions, products, and yield The reactants are C(#N)COC1=CC=C(C=C1)B1OC(C)(C)C(C)(C)O1 (4-cyanomethoxy-phenylboronic acid pinacol ester), ClC1=C(C=CC(=C1)O)C(C(C(F)(F)F)(O)C1=CC2=C(N(C(N2C)=O)C)C=C1)C (5-[2-(2-Chloro-4-hydroxy-phenyl)-1-hydroxy-1-trifluoromethyl-propyl]-1,3-dimethyl-1,3-dihydro-benzoimidazol-2-one). The reagents and catalysts are C(C)(=O)[O-].[Cu+2].C(C)(=O)[O-] (Copper(II)acetate), CN(C)C=1C=CN=CC1 (DMAP). Run in C(C)#N (acetonitrile). Conditions: temperature 80 celsius, time 4 hour. Yields the product ClC=1C=C(OC2=CC=C(OCC#N)C=C2)C=CC1C(C(C(F)(F)F)(O)C1=CC2=C(N(C(N2C)=O)C)C=C1)C ((4-{3-Chloro-4-[2-(1,3-dimethyl-2-oxo-2,3-dihydro-1H-benzoimidazol-5-yl)-3,3,3-trifluoro-2-hydroxy-1-methyl-propyl]-phenoxy}-phenoxy)-acetonitrile). Reaction SMILES: [C:1]([CH2:3][O:4][C:5]1[CH:10]=[CH:9][C:8](B2OC(C)(C)C(C)(C)O2)=[CH:7][CH:6]=1)#[N:2].[Cl:20][C:21]1[CH:26]=[C:25]([OH:27])[CH:24]=[CH:23][C:22]=1[CH:28]([CH3:47])[C:29]([C:35]1[CH:46]=[CH:45][C:38]2[N:39]([CH3:44])[C:40](=[O:43])[N:41]([CH3:42])[C:37]=2[CH:36]=1)([OH:34])[C:30]([F:33])([F:32])[F:31]>CN(C1C=CN=CC=1)C.C(#N)C.C([O-])(=O)C.[Cu+2].C([O-])(=O)C>[Cl:20][C:21]1[CH:26]=[C:25]([CH:24]=[CH:23][C:22]=1[CH:28]([CH3:47])[C:29]([C:35]1[CH:46]=[CH:45][C:38]2[N:39]([CH3:44])[C:40](=[O:43])[N:41]([CH3:42])[C:37]=2[CH:36]=1)([OH:34])[C:30]([F:33])([F:31])[F:32])[O:27][C:8]1[CH:7]=[CH:6][C:5]([O:4][CH2:3][C:1]#[N:2])=[CH:10][CH:9]=1 |f:4.5.6|. Procedure: Copper(II)acetate (26 mg), 4-cyanomethoxy-phenylboronic acid pinacol ester (CAS Reg. No. 475272-13-0, 38 mg), and DMAP (30 mg) were added to a solution of 5-[2-(2-chloro-4-hydroxy-phenyl)-1-hydroxy-1-trifluoromethyl-propyl]-1,3-dimethyl-1,3-dihydro-benzoimidazol-2-one (Example 85, 20 mg) in acetonitrile (3 ml). The mixture was stirred with molecular sieves under air atmosphere for 4 h at 80° C., and then filtered over Celite concentrated to an oil. The residue was purified by prep. HPLC (C18-col...